describe an organic reaction: reactants, conditions, products, and yield From a dataset of the Open Reaction Database (ORD), a public repository of structured organic reaction records. The reactants are OC=1C=C2C=CC(=CC2=CC1)C(=O)O (6-hydroxy-2-naphthoic acid), C(CCCCCCCC)(=O)Cl (Nonanoyl chloride), CN(C)C1=NC=CC=C1 (dimethylaminopyridine), Cl (hydrochloric acid). Run in ClCCl (dichloromethane), C(C)N(CC)CC (triethylamine). Conditions: time 20 hour. Product: C(CCCCCCCC)(=O)OC=1C=C2C=CC(=CC2=CC1)C(=O)O (6-n-nonanoyloxy-2-naphthoic acid). Yield: 86.0%. Reaction SMILES: [OH:1][C:2]1[CH:3]=[C:4]2[C:9](=[CH:10][CH:11]=1)[CH:8]=[C:7]([C:12]([OH:14])=[O:13])[CH:6]=[CH:5]2.[C:15](Cl)(=[O:24])[CH2:16][CH2:17][CH2:18][CH2:19][CH2:20][CH2:21][CH2:22][CH3:23].CN(C1C=CC=CN=1)C.Cl>ClCCl.C(N(CC)CC)C>[C:15]([O:1][C:2]1[CH:3]=[C:4]2[C:9](=[CH:10][CH:11]=1)[CH:8]=[C:7]([C:12]([OH:14])=[O:13])[CH:6]=[CH:5]2)(=[O:24])[CH2:16][CH2:17][CH2:18][CH2:19][CH2:20][CH2:21][CH2:22][CH3:23]. Procedure details: 6-hydroxy-2-naphthoic acid (3.0 g) and triethylamine (2.4 g) were dissolved in 30 ml of dichloromethane. Nonanoyl chloride (4.0 g) and dimethylaminopyridine (0.2 g) were added to the solution, and the mixture was stirred at room temperature for about 20 hours. Dilute hydrochloric acid was added, and the organic layer was separated in a separating funnel. The solvent was removed by evaporation, and the residue was dried after washing with n-hexane to give 4.5 g of the desired product. Reactants: [BH4-], CCOC(C)=O, CO, CC(n1ncn(-c2ccc(OCC(F)(F)C(F)F)cc2)c1=O)C(O)(C=O)c1ccc(F)cc1F, [Na+]. The product is CC(n1ncn(-c2ccc(OCC(F)(F)C(F)F)cc2)c1=O)C(O)(CO)c1ccc(F)cc1F. As a reaction SMILES: [BH4-:35].[CH3:37][CH2:38][O:39][C:40](=[O:41])[CH3:42].[CH3:43][OH:44].[F:1][c:2]1[c:3]([C:9]([CH:10]([CH3:11])[n:12]2[n:13][cH:14][n:15](-[c:18]3[cH:19][cH:20][c:21]([O:24][CH2:25][C:26]([CH:27]([F:28])[F:29])([F:30])[F:31])[cH:22][cH:23]3)[c:16]2=[O:17])([OH:32])[CH:33]=[O:34])[cH:4][cH:5][c:6]([F:8])[cH:7]1.[Na+:36]>>[F:1][c:2]1[c:3]([C:9]([CH:10]([CH3:11])[n:12]2[n:13][cH:14][n:15](-[c:18]3[cH:19][cH:20][c:21]([O:24][CH2:25][C:26]([CH:27]([F:28])[F:29])([F:30])[F:31])[cH:22][cH:23]3)[c:16]2=[O:17])([OH:32])[CH2:33][OH:34])[cH:4][cH:5][c:6]([F:8])[cH:7]1.